From a dataset of the Open Reaction Database (ORD), a public repository of structured organic reaction records. describe an organic reaction: reactants, conditions, products, and yield Reactants: CC(c1ccccc1)N1CC2(CN(C(=O)OC(C)(C)C)C2)C1, CO, O=C[O-], [NH4+]. Product: CC(C)(C)OC(=O)N1CC2(CNC2)C1. As a reaction SMILES: [C:1]([CH3:2])([CH3:3])([CH3:4])[O:5][C:6](=[O:7])[N:8]1[CH2:9][C:10]2([CH2:11]1)[CH2:12][N:13]([CH:15]([c:16]1[cH:17][cH:18][cH:19][cH:20][cH:21]1)[CH3:22])[CH2:14]2.[CH3:27][OH:28].[CH:23]([O-:24])=[O:25].[NH4+:26]>>[C:1]([CH3:2])([CH3:3])([CH3:4])[O:5][C:6](=[O:7])[N:8]1[CH2:9][C:10]2([CH2:11]1)[CH2:12][NH:13][CH2:14]2. The reactants are Nc1onc2c1CCCC2, O=S(=O)(Cl)c1ccccc1. The product is O=S(=O)(Nc1onc2c1CCCC2)c1ccccc1. As a reaction SMILES: [NH2:1][c:2]1[o:3][n:4][c:5]2[c:6]1[CH2:7][CH2:8][CH2:9][CH2:10]2.[c:11]1([S:17](=[O:18])(=[O:19])[Cl:20])[cH:12][cH:13][cH:14][cH:15][cH:16]1>>[NH:1]([c:2]1[o:3][n:4][c:5]2[c:6]1[CH2:7][CH2:8][CH2:9][CH2:10]2)[S:17]([c:11]1[cH:12][cH:13][cH:14][cH:15][cH:16]1)(=[O:18])=[O:19]. Starting materials: NC1=NN(C2=NC3=CC=C(C=C3C=C21)OC)CC(=O)NC (3-amino-6-methoxy-N-methyl-1H-pyrazolo[3,4-b]quinolin-1-acetamide), [H-].[Al+3].[Li+].[H-].[H-].[H-] (lithium aluminum hydride), ice water. The solvent is O1CCCC1 (tetrahydrofuran), O1CCCC1 (tetrahydrofuran). Yields the product CNCCN1N=C(C=2C1=NC1=CC=C(C=C1C2)OC)N (1-[2-(methylamino)ethyl]-6-methoxy-1H-pyrazolo[3,4-b]quinolin-3-amine). The yield is 14.7%. RXN SMILES: [H-].[Al+3].[Li+].[H-].[H-].[H-].[NH2:7][C:8]1[C:20]2[C:11](=[N:12][C:13]3[C:18]([CH:19]=2)=[CH:17][C:16]([O:21][CH3:22])=[CH:15][CH:14]=3)[N:10]([CH2:23][C:24]([NH:26][CH3:27])=O)[N:9]=1>O1CCCC1>[CH3:27][NH:26][CH2:24][CH2:23][N:10]1[C:11]2=[N:12][C:13]3[C:18]([CH:19]=[C:20]2[C:8]([NH2:7])=[N:9]1)=[CH:17][C:16]([O:21][CH3:22])=[CH:15][CH:14]=3 |f:0.1.2.3.4.5|. Procedure: To a suspension of 2.00 lithium aluminum hydride in 100 ml tetrahydrofuran was added, portionwise, 5.5 g 3-amino-6-methoxy-N-methyl-1H-pyrazolo[3,4-b]quinolin-1-acetamide (Example 26) and 50 ml of tetrahydrofuran. The mixture was heated at reflux for 4 hours, then cooled and poured into ice-water. The solid product was collected and chromatographed on silica gel using 95% chloroform/5% isopropylamine as eluant. The fractions were combined and evaporated, and the product recrystallized from ether... Starting materials: C1(=CCCCC1)C=1OC2=C(C(C1)=O)C=CC=C2CC(=O)O ([2-(1-Cyclohexenyl)-4-oxo-4H-[1]-benzopyran-8-yl]acetic acid), C(C)O (ethanol), S(O)(O)(=O)=O (sulfuric acid). Yields the product C1(=CCCCC1)C=1OC2=C(C(C1)=O)C=CC=C2CC(=O)OCC (Ethyl [2-(1-cyclohexenyl)-4-oxo-4H-[1]-benzopyran-8-yl]acetate). RXN SMILES: [C:1]1([C:7]2[O:8][C:9]3[C:17]([CH2:18][C:19]([OH:21])=[O:20])=[CH:16][CH:15]=[CH:14][C:10]=3[C:11](=[O:13])[CH:12]=2)[CH2:6][CH2:5][CH2:4][CH2:3][CH:2]=1.S(=O)(=O)(O)O.[CH2:27](O)[CH3:28]>>[C:1]1([C:7]2[O:8][C:9]3[C:17]([CH2:18][C:19]([O:21][CH2:27][CH3:28])=[O:20])=[CH:16][CH:15]=[CH:14][C:10]=3[C:11](=[O:13])[CH:12]=2)[CH2:6][CH2:5][CH2:4][CH2:3][CH:2]=1. Procedure details: [2-(1-Cyclohexenyl)-4-oxo-4H-[1]-benzopyran-8-yl]acetic acid (2.0 g) was dissolved in ethanol (50 ml) and to the solution was added conc. sulfuric acid (0.5 ml). The mixture was heated under reflux for 5 hours. After dilution with water, the mixture was extracted with ethyl acetate and the extract was washed with water, dried (MgSO4) and concentrated under reduced pressure to obtain the title compound as crystals. The crystals were recrystallized from ethyl acetate to obtain prisms, yield 1.34 g...